Dataset: the Open Reaction Database (ORD), a public repository of structured organic reaction records. Task: describe an organic reaction: reactants, conditions, products, and yield The reactants are O=C(O)c1cc(Br)nn1-c1ncccc1Cl, ClC(Cl)Cl, CN(C)C=O, O=S(Cl)Cl. The product is O=C(Cl)c1cc(Br)nn1-c1ncccc1Cl. Reaction SMILES: [Br:1][c:2]1[n:3][n:4](-[c:10]2[n:11][cH:12][cH:13][cH:14][c:15]2[Cl:16])[c:5]([C:7](=[O:8])[OH:9])[cH:6]1.[CH:26]([Cl:27])([Cl:28])[Cl:29].[O:21]=[CH:22][N:23]([CH3:24])[CH3:25].[S:17]([Cl:18])([Cl:19])=[O:20]>>[Br:1][c:2]1[n:3][n:4](-[c:10]2[n:11][cH:12][cH:13][cH:14][c:15]2[Cl:16])[c:5]([C:7](=[O:8])[Cl:19])[cH:6]1. Starting materials: O=C(O)C12CC3CC(C1)CC([N+](=O)[O-])(C3)C2, CC(=O)O, O, O=C1c2ccccc2C(=O)N1O. The product is O=C(O)C12CC3CC(O)(C1)CC([N+](=O)[O-])(C3)C2. Reaction SMILES: [C:2](=[O:3])([OH:4])[C:5]12[CH2:6][C:7]3([N+:15](=[O:16])[O-:17])[CH2:8][CH:9]([CH2:10][CH:11]([CH2:12]1)[CH2:13]3)[CH2:14]2.[CH3:30][C:31](=[O:32])[OH:33].[O:1].[OH:18][N:19]1[C:20](=[O:21])[c:22]2[cH:23][cH:24][cH:25][cH:26][c:27]2[C:28]1=[O:29]>>[C:2](=[O:3])([OH:4])[C:5]12[CH2:6][C:7]3([N+:15](=[O:16])[O-:17])[CH2:8][C:9]([OH:18])([CH2:10][CH:11]([CH2:12]1)[CH2:13]3)[CH2:14]2. Reactants: [Cl-].[NH4+] (ammonium chloride), reduced iron, FC=1C(=C(C=CC1F)[N+](=O)[O-])OC (3,4-difluoro-2-methoxy-1-nitrobenzene). Solvent: CO (methanol). The product is FC=1C(=C(N)C=CC1F)OC (3,4-Difluoro-2-methoxyaniline). Yield: 56.2%. RXN SMILES: [Cl-].[NH4+].[F:3][C:4]1[C:5]([O:14][CH3:15])=[C:6]([N+:11]([O-])=O)[CH:7]=[CH:8][C:9]=1[F:10]>CO>[F:3][C:4]1[C:5]([O:14][CH3:15])=[C:6]([CH:7]=[CH:8][C:9]=1[F:10])[NH2:11] |f:0.1|. Procedure details: 22.6 g (0.422 mole) of ammonium chloride and 38.2 g of reduced iron were added to a solution of 23.0 g (0.114 mole) of 3,4-difluoro-2-methoxy-1-nitrobenzene (VII) [prepared as described in step (a) above] in 1 liter of 80% aqueous methanol. The mixture was then heated under reflux for 4 hours, whilst stirring. At the end of this time, the reaction mixture was filtered, and the filtrate was concentrated by evaporation under reduced pressure. The residue was extracted with toluene. The toluene ext... The reactants are CC1(CNC(O1)=O)C1=CC(=C(C=C1)OC)OCC1CC1 (5-methyl-5-(3-cyclopropylmethoxy-4-methoxyphenyl)-2-oxazolidinone), [H-].[Na+] (sodium hydride), C(C)(C)Br (isopropyl bromide). Run in CN(C=O)C (dimethylformamide). Reaction conditions: time 17 hour. The product is CC1(CN(C(O1)=O)C(C)C)C1=CC(=C(C=C1)OC)OCC1CC1 (5-methyl-5-(3-cyclopropylmethoxy-4-methoxyphenyl)-3-isopropyl-2-oxazolidinone). Yield: 29.4%. As a reaction SMILES: [CH3:1][C:2]1([C:8]2[CH:13]=[CH:12][C:11]([O:14][CH3:15])=[C:10]([O:16][CH2:17][CH:18]3[CH2:20][CH2:19]3)[CH:9]=2)[O:6][C:5](=[O:7])[NH:4][CH2:3]1.[H-].[Na+].[CH:23](Br)([CH3:25])[CH3:24]>CN(C)C=O>[CH3:1][C:2]1([C:8]2[CH:13]=[CH:12][C:11]([O:14][CH3:15])=[C:10]([O:16][CH2:17][CH:18]3[CH2:20][CH2:19]3)[CH:9]=2)[O:6][C:5](=[O:7])[N:4]([CH:23]([CH3:25])[CH3:24])[CH2:3]1 |f:1.2|. Reported procedure: 500 mg (1.8 mmol) of 5-methyl-5-(3-cyclopropylmethoxy-4-methoxyphenyl)-2-oxazolidinone was first stirred with 75 mg (3.1 mmol) of sodium hydride in 17 ml of dimethylformamide for 30 minutes and, after adding 0.25 ml (2.7 mmol) of isopropyl bromide, for 17 hours at room temperature. The process was continued analogously to Example 1, thus obtaining 169 mg of 5-methyl-5-(3-cyclopropylmethoxy-4-methoxyphenyl)-3-isopropyl-2-oxazolidinone as an oil. The reactants are solid, Cl.Cl.O1CCC2=C1C=CC=C2C2CCN(CC2)CC[C@@H]2CC[C@H](CC2)N (trans-4-{2-[4-(2,3-dihydro-benzofuran-4-yl)-piperidin-1-yl]-ethyl}-cyclohexylamine dihydrochloride), Cl.Cl.O1CCC2=C1C=CC=C2C2CCN(CC2)CC[C@@H]2CC[C@H](CC2)N (trans-4-{2-[4-(2,3-dihydro-benzofuran-4-yl)-piperidin-1-yl]-ethyl}-cyclohexylamine dihydrochloride), C1(CC1)C(=O)O (cyclopropanecarboxylic acid). The product is O1CCC2=C1C=CC=C2C2CCN(CC2)CC[C@@H]2CC[C@H](CC2)NC(=O)C2CC2 (Cyclopropanecarboxylic acid trans-(4-{2-[4-(2,3-dihydro-benzofuran-4-yl)-piperidin-1-yl]-ethyl}-cyclohexyl)-amide). RXN SMILES: Cl.Cl.[O:3]1[C:7]2[CH:8]=[CH:9][CH:10]=[C:11]([CH:12]3[CH2:17][CH2:16][N:15]([CH2:18][CH2:19][C@H:20]4[CH2:25][CH2:24][C@H:23]([NH2:26])[CH2:22][CH2:21]4)[CH2:14][CH2:13]3)[C:6]=2[CH2:5][CH2:4]1.[CH:27]1([C:30](O)=[O:31])[CH2:29][CH2:28]1>>[O:3]1[C:7]2[CH:8]=[CH:9][CH:10]=[C:11]([CH:12]3[CH2:17][CH2:16][N:15]([CH2:18][CH2:19][C@H:20]4[CH2:21][CH2:22][C@H:23]([NH:26][C:30]([CH:27]5[CH2:29][CH2:28]5)=[O:31])[CH2:24][CH2:25]4)[CH2:14][CH2:13]3)[C:6]=2[CH2:5][CH2:4]1 |f:0.1.2|. Procedure details: The title compound, off-white solid (72 mg, 73%), MS (ISP) m/z=397.4 [(M+H)+], mp 208° C., was prepared in accordance with the general method of example 1 from trans-4-{2-[4-(2,3-dihydro-benzofuran-4-yl)-piperidin-1-yl]-ethyl}-cyclohexylamine dihydrochloride (intermediate B) (100 mg, 0.25 mmol) and cyclopropanecarboxylic acid.